This data is from the Open Reaction Database (ORD), a public repository of structured organic reaction records. The task is: describe an organic reaction: reactants, conditions, products, and yield Starting materials: COC1=C(CNC(=O)C2=CC(=NN2C2=CC=CC(=N2)CNC([C@H](C)NC(OC(C)(C)C)=O)=O)C(F)(F)F)C=CC=C1 ((S)-tert-butyl 1-((6-(5-(2-methoxybenzylcarbamoyl)-3-(trifluoromethyl)-1H-pyrazol-1-yl)pyridin-2-yl)methylamino)-1-oxopropan-2-ylcarbamate), FC(C(=O)O)(F)F (trifluoroacetic acid). Run in C(Cl)Cl (CH2Cl2). Reaction conditions: temperature 21 celsius, time 2 hour. Yields the product N[C@H](C(=O)NCC1=CC=CC(=N1)N1N=C(C=C1C(=O)NCC1=C(C=CC=C1)OC)C(F)(F)F)C ((S)-1-(6-((2-aminopropanam ido)methyl)pyridin-2-yl)-N-(2-methoxybenzyl)-3-(trifluoromethyl)-1H-pyrazole-5-carboxamide). Yield: 69.0%. RXN SMILES: [CH3:1][O:2][C:3]1[CH:41]=[CH:40][CH:39]=[CH:38][C:4]=1[CH2:5][NH:6][C:7]([C:9]1[N:13]([C:14]2[N:19]=[C:18]([CH2:20][NH:21][C:22](=[O:33])[C@@H:23]([NH:25]C(=O)OC(C)(C)C)[CH3:24])[CH:17]=[CH:16][CH:15]=2)[N:12]=[C:11]([C:34]([F:37])([F:36])[F:35])[CH:10]=1)=[O:8].FC(F)(F)C(O)=O>C(Cl)Cl>[NH2:25][C@@H:23]([CH3:24])[C:22]([NH:21][CH2:20][C:18]1[N:19]=[C:14]([N:13]2[C:9]([C:7]([NH:6][CH2:5][C:4]3[CH:38]=[CH:39][CH:40]=[CH:41][C:3]=3[O:2][CH3:1])=[O:8])=[CH:10][C:11]([C:34]([F:35])([F:37])[F:36])=[N:12]2)[CH:15]=[CH:16][CH:17]=1)=[O:33]. Procedure details: To a stirred solution of 50 (28 mg, 0.049 mmol) in CH2Cl2 (1 mL) was added trifluoroacetic acid (0.056 mL, 0.728 mmol). The resulting solution was allowed to stir at 21° C. for 2 h and evaporated to dryness. Water was added and the precipitate was removed by filtration. The aqueous phase was then lyophilized. The title product 51 (16.1 mg, 56.1% yield) was isolated as a white solid. 1H NMR: (CD3OD) o(ppm): 7.99 (t, 1H, J=8.0 Hz), 7.73 (d, 1H, J=8.0 Hz), 7.38 (d, 1H, J=7.6 Hz), 7.26 (d, 2H, J=7.6... The reactants are CC(C)(NC(=O)c1ccc(N2CC(F)(F)C2)c(OCC2CC2)n1)c1nccs1, CC(C)CC(N)c1cccnc1. The product is CC(C)CC(NC(=O)c1ccc(N2CC(F)(F)C2)c(OCC2CC2)n1)c1cccnc1. As a reaction SMILES: [CH3:1][C:2]([NH:3][C:10](=[O:11])[c:12]1[n:13][c:14]([O:24][CH2:25][CH:26]2[CH2:27][CH2:28]2)[c:15]([N:18]2[CH2:19][C:20]([F:22])([F:23])[CH2:21]2)[cH:16][cH:17]1)([c:4]1[s:5][cH:6][cH:7][n:8]1)[CH3:9].[CH3:29][CH:30]([CH2:31][CH:32]([NH2:33])[c:34]1[cH:35][n:36][cH:37][cH:38][cH:39]1)[CH3:40]>>[C:10](=[O:11])([c:12]1[n:13][c:14]([O:24][CH2:25][CH:26]2[CH2:27][CH2:28]2)[c:15]([N:18]2[CH2:19][C:20]([F:22])([F:23])[CH2:21]2)[cH:16][cH:17]1)[NH:33][CH:32]([CH2:31][CH:30]([CH3:29])[CH3:40])[c:34]1[cH:35][n:36][cH:37][cH:38][cH:39]1. Starting materials: C1CCOC1, CO, CCOC(=O)C1CC1(C)c1ccc(S(=O)(=O)C(F)(F)F)cc1, [Na+], [OH-]. The product is CC1(c2ccc(S(=O)(=O)C(F)(F)F)cc2)CC1C(=O)O. RXN SMILES: [CH2:1]1[O:2][CH2:3][CH2:4][CH2:5]1.[CH3:30][OH:31].[CH3:6][C:7]1([c:15]2[cH:16][cH:17][c:18]([S:21](=[O:22])(=[O:23])[C:24]([F:25])([F:26])[F:27])[cH:19][cH:20]2)[CH:8]([C:10](=[O:11])[O:12][CH2:13][CH3:14])[CH2:9]1.[Na+:29].[OH-:28]>>[CH3:6][C:7]1([c:15]2[cH:16][cH:17][c:18]([S:21](=[O:22])(=[O:23])[C:24]([F:25])([F:26])[F:27])[cH:19][cH:20]2)[CH:8]([C:10](=[O:11])[OH:12])[CH2:9]1. Starting materials: BrCCCCOC1=CC2=C(C(=NS2)C2=CC=C(C=C2)Cl)C=C1 (6-(4-Bromo-butoxy)-3-(4-chloro-phenyl)-benzo[d]isothiazole), C(C)NCCO (2-Ethylamino-ethanol). The product is ClC1=CC=C(C=C1)C1=NSC2=C1C=CC(=C2)OCCCCN(CCO)CC (2-({4-[3-(4-Chloro-phenyl)-benzo[d]isothiazol-6-yloxy]-butyl}-ethyl-amino)-ethanol). Reaction SMILES: Br[CH2:2][CH2:3][CH2:4][CH2:5][O:6][C:7]1[CH:22]=[CH:21][C:10]2[C:11]([C:14]3[CH:19]=[CH:18][C:17]([Cl:20])=[CH:16][CH:15]=3)=[N:12][S:13][C:9]=2[CH:8]=1.[CH2:23]([NH:25][CH2:26][CH2:27][OH:28])[CH3:24]>>[Cl:20][C:17]1[CH:18]=[CH:19][C:14]([C:11]2[C:10]3[CH:21]=[CH:22][C:7]([O:6][CH2:5][CH2:4][CH2:3][CH2:2][N:25]([CH2:23][CH3:24])[CH2:26][CH2:27][OH:28])=[CH:8][C:9]=3[S:13][N:12]=2)=[CH:15][CH:16]=1. Reported procedure: According to the method in example 7, 6-(4-Bromo-butoxy)-3-(4-chloro-phenyl)-benzo[d]isothiazole and 2-Ethylamino-ethanol were converted to yield 2-({4-[3-(4-Chloro-phenyl)-benzo[d]isothiazol-6-yloxy]-butyl}-ethyl-amino)-ethanol, MS: 405 (MH+, 1Cl). The reactants are C(#N)CCC=1CS[C@H]2N(C1C(=O)OC(C1=CC=CC=C1)C1=CC=CC=C1)C([C@H]2NC(CC=2SC=CC2)=O)=O (diphenylmethyl 3-(2-cyanoethyl)-7β-(2-thienylacetamido)ceph-3-em-4-carboxylate), P(Cl)(Cl)(Cl)(Cl)Cl (phosphorus pentachloride), P(Cl)(Cl)(Cl)(Cl)Cl (phosphorus pentachloride), N1=CC=CC=C1 (pyridine), CO (methanol). Run in C(Cl)Cl (methylene dichloride), C(Cl)Cl (methylene dichloride), C(Cl)Cl (methylene dichloride), C(Cl)Cl (methylene dichloride). Reaction conditions: time 30 minute. Product: N[C@H]1[C@@H]2N(C(=C(CS2)CCC#N)C(=O)OC(C2=CC=CC=C2)C2=CC=CC=C2)C1=O (Diphenylmethyl 7β-amino-3-(2-cyanoethyl)ceph-3-em-4-carboxylate). Isolated yield 82.5%. As a reaction SMILES: P(Cl)(Cl)(Cl)(Cl)Cl.N1C=CC=CC=1.[C:13]([CH2:15][CH2:16][C:17]1[CH2:18][S:19][C@@H:20]2[C@H:40]([NH:41]C(=O)CC3SC=CC=3)[C:39](=[O:50])[N:21]2[C:22]=1[C:23]([O:25][CH:26]([C:33]1[CH:38]=[CH:37][CH:36]=[CH:35][CH:34]=1)[C:27]1[CH:32]=[CH:31][CH:30]=[CH:29][CH:28]=1)=[O:24])#[N:14].CO>C(Cl)Cl>[NH2:41][C@@H:40]1[C:39](=[O:50])[N:21]2[C:22]([C:23]([O:25][CH:26]([C:33]3[CH:34]=[CH:35][CH:36]=[CH:37][CH:38]=3)[C:27]3[CH:28]=[CH:29][CH:30]=[CH:31][CH:32]=3)=[O:24])=[C:17]([CH2:16][CH2:15][C:13]#[N:14])[CH2:18][S:19][C@H:20]12. Procedure details: A suspension of phosphorus pentachloride (606 mg., ca 2.9 mmole) in methylene dichloride (5 ml) was warmed until most of the phosphorus pentachloride had dissolved. A solution of pyridine in methylene dichloride (4.6 ml., as a 10% v/v solution, ca 5.7 mmole) was added, and the mixture cooled to 0°. A solution of diphenylmethyl 3-(2-cyanoethyl)-7β-(2-thienylacetamido)ceph-3-em-4-carboxylate (700 mg ca 1.3 mmole) in methylene dichloride (9 ml) was added and the mixture was stirred at 0° for 30 min... The reactants are [N+](=O)([O-])C=1C(=C(C=C(C1)C)N=NC1=CC=CC=C1)O (nitro-2'-hydroxy-5'-methyl-azobenzene), [N+](=O)([O-])C1=C(C=C(C=C1)Cl)N=NC1=C(C(=CC(=C1)C)C(C)(C)C)O (2-nitro-5-chloro-2'-hydroxy-3'-tert-butyl-5'-methylazobenzene). Product: ClC1=CC=2C(=NN(N2)C2=C(C(=CC(=C2)C)C(C)(C)C)O)C=C1 (5-Chloro-2-(2-hydroxy-3-tert-butyl-5-methylphenyl)-2H-benzotriazole). As a reaction SMILES: [N+](C1C(O)=C(N=NC2C=CC=CC=2)C=C(C)C=1)([O-])=O.[N+:20]([C:23]1[CH:28]=[CH:27][C:26]([Cl:29])=[CH:25][C:24]=1[N:30]=[N:31][C:32]1[CH:37]=[C:36]([CH3:38])[CH:35]=[C:34]([C:39]([CH3:42])([CH3:41])[CH3:40])[C:33]=1[OH:43])([O-])=O>>[Cl:29][C:26]1[CH:27]=[CH:28][C:23]2=[N:20][N:31]([C:32]3[CH:37]=[C:36]([CH3:38])[CH:35]=[C:34]([C:39]([CH3:42])([CH3:41])[CH3:40])[C:33]=3[OH:43])[N:30]=[C:24]2[CH:25]=1. Procedure: When in Example 1, the 2 nitro-2'-hydroxy-5'-methyl-azobenzene is replaced by an equivalent amount of 2-nitro-5-chloro-2'-hydroxy-3'-tert-butyl-5'-methylazobenzene, the above noted product is obtained. Reaction SMILES: [CH3:1][O:2][c:3]1[cH:4][c:5]([CH2:17][C:18](=[O:19])[OH:20])[cH:6][cH:7][c:8]1[O:9][S:10]([C:11]([F:12])([F:13])[F:14])(=[O:15])=[O:16].[CH3:21][c:22]1[n:23][cH:24][cH:25][c:26]([Sn:28]([CH2:29][CH2:30][CH2:31][CH3:32])([CH2:33][CH2:34][CH2:35][CH3:36])[CH2:37][CH2:38][CH2:39][CH3:40])[cH:27]1.[CH3:41][S:42]([CH3:43])=[O:44].[Cl:50][Pd:51][Cl:52].[O:45]=[CH:46][N:47]([CH3:48])[CH3:49]>>[CH3:1][O:2][c:3]1[cH:4][c:5]([CH2:17][C:18](=[O:19])[OH:20])[cH:6][cH:7][c:8]1-[c:26]1[cH:25][cH:24][n:23][c:22]([CH3:21])[cH:27]1. Yields the product COc1cc(CC(=O)O)ccc1-c1ccnc(C)c1. Reactants: COc1cc(CC(=O)O)ccc1OS(=O)(=O)C(F)(F)F, CCCC[Sn](CCCC)(CCCC)c1ccnc(C)c1, CS(C)=O, Cl[Pd]Cl, CN(C)C=O. Reactants: N(=[N+]=[N-])CC(=O)C=1N=CN(C1N=CN(C)C)[C@H]1[C@@H]([C@H](O)[C@H](O1)CO)F (4-azidoacetyl-1-(2-deoxy-2-fluoro-β-D-ribofuranosyl)-5-(dimethylaminomethyleneamino)imidazole), ( 12 ), [H][H] (hydrogen). Reagents/catalysts: [Pd] (palladium black). The solvent is CO (methanol). Yields the product NCC(=O)C=1N=CN(C1N=CN(C)C)[C@H]1[C@@H]([C@H](O)[C@H](O1)CO)F (4-aminoacetyl-1-(2-deoxy-2-fluoro-β-D-ribofuranosyl)-5-(dimethylaminomethyleneamino)imidazole). Yield: 89.2%. Reaction SMILES: [N:1]([CH2:4][C:5]([C:7]1[N:8]=[CH:9][N:10]([C@@H:17]2[O:22][C@H:21]([CH2:23][OH:24])[C@@H:19]([OH:20])[C@H:18]2[F:25])[C:11]=1[N:12]=[CH:13][N:14]([CH3:16])[CH3:15])=[O:6])=[N+]=[N-].[H][H]>CO.[Pd]>[NH2:1][CH2:4][C:5]([C:7]1[N:8]=[CH:9][N:10]([C@@H:17]2[O:22][C@H:21]([CH2:23][OH:24])[C@@H:19]([OH:20])[C@H:18]2[F:25])[C:11]=1[N:12]=[CH:13][N:14]([CH3:16])[CH3:15])=[O:6]. Reported procedure: The compound (23) (52 mg) obtained in item (12) above was dissolved in methanol (6 ml), and the solution was subjected to catalytic reduction by blowing hydrogen therein in the presence of palladium black as catalyst at room temperature for 30 minutes. The resulting reaction solution was filtered and the filtrate was concentrated to give a solid. The solid material thus obtained was washed with ethyl acetate to yield the titled compound (24) (43 mg) as an insoluble substance. Yield: 89%. The reactants are ClC1=NC2=C(N1)C=CC=C2 (2-chloro-1H-benzimidazole), [H-].[Na+] (NaH), IC (Iodomethane). Run at time 1 hour. Reported procedure: To a solution of 2-chloro-1H-benzimidazole (5.03 g, 33.0 mmol) in anhydrous DMF (33 mL) at 0° C. was added portion-wise 95% NaH (871 mg, 36.3 mmol). The ice bath was removed and the resulting mixture was stirred at room temperature for 1 h. Iodomethane (4.68 g, 33.0 mmol) was added and the resulting mixture was stirred at room temperature overnight. The resulting mixture was then diluted with water, and the resulting precipitate was collected by filtration and purified by recrystallization from ... The solvent is O (water), CN(C)C=O (DMF). Reaction SMILES: [Cl:1][C:2]1[NH:6][C:5]2[CH:7]=[CH:8][CH:9]=[CH:10][C:4]=2[N:3]=1.[H-].[Na+].I[CH3:14]>CN(C=O)C.O>[Cl:1][C:2]1[N:6]([CH3:14])[C:5]2[CH:7]=[CH:8][CH:9]=[CH:10][C:4]=2[N:3]=1 |f:1.2|. The product is ClC1=NC2=C(N1C)C=CC=C2 (2-chloro-1-methyl-1H-benzimidazole). The reactants are NCCCBr, Br, O=C(OCc1ccccc1)ON1C(=O)CCC1=O, ClCCl. Yields the product O=C(NCCCBr)OCc1ccccc1. Reaction SMILES: [Br:2][CH2:3][CH2:4][CH2:5][NH2:6].[BrH:1].[CH2:7]([c:8]1[cH:9][cH:10][cH:11][cH:12][cH:13]1)[O:14][C:15](=[O:16])[O:17][N:18]1[C:19](=[O:20])[CH2:21][CH2:22][C:23]1=[O:24].[Cl:25][CH2:26][Cl:27]>>[Br:2][CH2:3][CH2:4][CH2:5][NH:6][C:15]([O:14][CH2:7][c:8]1[cH:9][cH:10][cH:11][cH:12][cH:13]1)=[O:16].